Dataset: the Open Reaction Database (ORD), a public repository of structured organic reaction records. Task: describe an organic reaction: reactants, conditions, products, and yield Reactants: CCN=C=NCCCN(C)C, ClCCl, Cl, FC(F)(F)c1ccc(CN2CCNCC2)cc1, O=C(O)CN1CCCC(c2ccccc2)(c2ccccc2)C1=O. Yields the product O=C(CN1CCCC(c2ccccc2)(c2ccccc2)C1=O)N1CCN(Cc2ccc(C(F)(F)F)cc2)CC1. As a reaction SMILES: [CH2:42]([N:43]=[C:44]=[N:45][CH2:46][CH2:47][CH2:48][N:49]([CH3:50])[CH3:51])[CH3:52].[Cl:53][CH2:54][Cl:55].[ClH:41].[F:1][C:2]([c:3]1[cH:4][cH:5][c:6]([CH2:7][N:8]2[CH2:9][CH2:10][NH:11][CH2:12][CH2:13]2)[cH:14][cH:15]1)([F:16])[F:17].[O:18]=[C:19]1[N:20]([CH2:37][C:38](=[O:39])[OH:40])[CH2:21][CH2:22][CH2:23][C:24]1([c:25]1[cH:26][cH:27][cH:28][cH:29][cH:30]1)[c:31]1[cH:32][cH:33][cH:34][cH:35][cH:36]1>>[F:1][C:2]([c:3]1[cH:4][cH:5][c:6]([CH2:7][N:8]2[CH2:9][CH2:10][N:11]([C:38]([CH2:37][N:20]3[C:19](=[O:18])[C:24]([c:25]4[cH:26][cH:27][cH:28][cH:29][cH:30]4)([c:31]4[cH:32][cH:33][cH:34][cH:35][cH:36]4)[CH2:23][CH2:22][CH2:21]3)=[O:39])[CH2:12][CH2:13]2)[cH:14][cH:15]1)([F:16])[F:17]. Starting materials: CCCCP(=CC#N)(CCCC)CCCC, Cc1ccccc1, COC(=O)c1ccccc1COc1ccc(CCCO)cc1, Oc1ccc(OCc2ccccc2)cc1. Yields the product COC(=O)c1ccccc1COc1ccc(CCCOc2ccc(OCc3ccccc3)cc2)cc1. Reaction SMILES: [CH2:38]([P:39](=[CH:40][C:41]#[N:42])([CH2:43][CH2:44][CH2:45][CH3:46])[CH2:47][CH2:48][CH2:49][CH3:50])[CH2:51][CH2:52][CH3:53].[CH3:54][c:55]1[cH:56][cH:57][cH:58][cH:59][cH:60]1.[OH:1][CH2:2][CH2:3][CH2:4][c:5]1[cH:6][cH:7][c:8]([O:9][CH2:10][c:11]2[c:12]([C:13](=[O:14])[O:15][CH3:16])[cH:17][cH:18][cH:19][cH:20]2)[cH:21][cH:22]1.[OH:23][c:24]1[cH:25][cH:26][c:27]([O:28][CH2:29][c:30]2[cH:31][cH:32][cH:33][cH:34][cH:35]2)[cH:36][cH:37]1>>[O:1]([CH2:2][CH2:3][CH2:4][c:5]1[cH:6][cH:7][c:8]([O:9][CH2:10][c:11]2[c:12]([C:13](=[O:14])[O:15][CH3:16])[cH:17][cH:18][cH:19][cH:20]2)[cH:21][cH:22]1)[c:24]1[cH:25][cH:26][c:27]([O:28][CH2:29][c:30]2[cH:31][cH:32][cH:33][cH:34][cH:35]2)[cH:36][cH:37]1.